From a dataset of the Open Reaction Database (ORD), a public repository of structured organic reaction records. describe an organic reaction: reactants, conditions, products, and yield The reactants are P(=O)([O-])([O-])[O-].[K+].[K+].[K+] (potassium phosphate), FC(S(=O)(=O)OC1=C(C2=C(N(N=N2)CC2CC2)C=C1)C(F)(F)F)(F)F (1-(Cyclopropylmethyl)-4-(trifluoromethyl)-1H-benzotriazol-5-yl trifluoromethanesulfonate), ClC1=CC=C(C(=N1)F)B(O)O ((6-chloro-2-fluoropyridin-3-yl)boronic acid). Reagents/catalysts: C1(=CC=CC=C1)P(C1=CC=CC=C1)C1=CC=CC=C1.C1(=CC=CC=C1)P(C1=CC=CC=C1)C1=CC=CC=C1.C1(=CC=CC=C1)P(C1=CC=CC=C1)C1=CC=CC=C1.C1(=CC=CC=C1)P(C1=CC=CC=C1)C1=CC=CC=C1.[Pd] (palladium tetrakis(triphenylphosphine)). The solvent is C(C)(=O)OCC (ethyl acetate), O1CCOCC1 (dioxane). Conditions: time 3 hour. The product is ClC1=CC=C(C(=N1)F)C1=C(C2=C(N(N=N2)CC2CC2)C=C1)C(F)(F)F (5-(6-chloro-2-fluoropyridin-3-yl)-1-(cyclopropylmethyl)-4-(trifluoromethyl)-1H-benzotriazole). Reaction SMILES: FC(F)(F)S(O[C:7]1[CH:19]=[CH:18][C:10]2[N:11]([CH2:14][CH:15]3[CH2:17][CH2:16]3)[N:12]=[N:13][C:9]=2[C:8]=1[C:20]([F:23])([F:22])[F:21])(=O)=O.[Cl:26][C:27]1[N:32]=[C:31]([F:33])[C:30](B(O)O)=[CH:29][CH:28]=1.P([O-])([O-])([O-])=O.[K+].[K+].[K+]>O1CCOCC1.C(OCC)(=O)C.C1(P(C2C=CC=CC=2)C2C=CC=CC=2)C=CC=CC=1.C1(P(C2C=CC=CC=2)C2C=CC=CC=2)C=CC=CC=1.C1(P(C2C=CC=CC=2)C2C=CC=CC=2)C=CC=CC=1.C1(P(C2C=CC=CC=2)C2C=CC=CC=2)C=CC=CC=1.[Pd]>[Cl:26][C:27]1[N:32]=[C:31]([F:33])[C:30]([C:7]2[CH:19]=[CH:18][C:10]3[N:11]([CH2:14][CH:15]4[CH2:16][CH2:17]4)[N:12]=[N:13][C:9]=3[C:8]=2[C:20]([F:21])([F:22])[F:23])=[CH:29][CH:28]=1 |f:2.3.4.5,8.9.10.11.12|. Procedure details: 1-(Cyclopropylmethyl)-4-(trifluoromethyl)-1H-benzotriazol-5-yl trifluoromethanesulfonate (221 mg, 0.568 mmol) and (6-chloro-2-fluoropyridin-3-yl)boronic acid (130 mg, 0.738 mmol, 1.3 equiv) were dissolved in degassed dioxane (5.6 mL) and treated with potassium phosphate (0.37 mL, 2 M aqueous, 0.74 mmol, 1.3 equiv) and palladium tetrakis(triphenylphosphine) (98 mg, 0.085 mmol, 0.15 equiv). The mixture was placed into a preheated oil bath at 90° C. for 3 hours, cooled to ambient temperature, dilut...